From a dataset of the Open Reaction Database (ORD), a public repository of structured organic reaction records. describe an organic reaction: reactants, conditions, products, and yield Starting materials: C(CCC)C=1C=C(C=CC1OCCC=1N=C(OC1C)C=1C=C(C=CC1)C1=CC=CC=C1)O (3-butyl-4-[2-(5-methyl-2-biphenyl-3-yl-oxazole-4-yl)ethoxy]phenol), BrC(C(=O)OCC)(C)C (ethyl 2-bromo-2-methylpropanoate), C([O-])([O-])=O.[Cs+].[Cs+] (cesium carbonate). Run in CN(C)C=O (DMF). Conditions: temperature 55 celsius. The product is C(C)OC(C(C)(C)OC1=CC(=C(C=C1)OCCC=1N=C(OC1C)C=1C=C(C=CC1)C1=CC=CC=C1)CCCC)=O (2-{4-[2-(2-biphenyl-3-yl-5-methyloxazol-4-yl)ethoxy]-3-butylphenoxy}-2-methylpropionic acid ethyl ester). Reaction SMILES: [CH2:1]([C:5]1[CH:6]=[C:7]([OH:32])[CH:8]=[CH:9][C:10]=1[O:11][CH2:12][CH2:13][C:14]1[N:15]=[C:16]([C:20]2[CH:21]=[C:22]([C:26]3[CH:31]=[CH:30][CH:29]=[CH:28][CH:27]=3)[CH:23]=[CH:24][CH:25]=2)[O:17][C:18]=1[CH3:19])[CH2:2][CH2:3][CH3:4].Br[C:34]([CH3:41])([CH3:40])[C:35]([O:37][CH2:38][CH3:39])=[O:36].C(=O)([O-])[O-].[Cs+].[Cs+]>CN(C=O)C>[CH2:38]([O:37][C:35](=[O:36])[C:34]([O:32][C:7]1[CH:8]=[CH:9][C:10]([O:11][CH2:12][CH2:13][C:14]2[N:15]=[C:16]([C:20]3[CH:21]=[C:22]([C:26]4[CH:27]=[CH:28][CH:29]=[CH:30][CH:31]=4)[CH:23]=[CH:24][CH:25]=3)[O:17][C:18]=2[CH3:19])=[C:5]([CH2:1][CH2:2][CH2:3][CH3:4])[CH:6]=1)([CH3:41])[CH3:40])[CH3:39] |f:2.3.4|. Reported procedure: A mixture of 3-butyl-4-[2-(5-methyl-2-biphenyl-3-yl-oxazole-4-yl)ethoxy]phenol (0.90 mmol), ethyl 2-bromo-2-methylpropanoate (2.25 mmol) and cesium carbonate (0.45 g, 1.38 mmol) in anhydrous DMF (4 mL) was heated for 24 h at 55° C. The mixture was concentrated in vacuo, and the residue was partitioned between ethyl acetate (50 mL) and water (40 mL), washed with brine, dried (Na2SO4), and removed in vacuo to give a crude oil which was purified using radial chromatography eluting with 2% ethyl ace... Starting materials: S(=O)(=O)=NC(=O)N (sulfonylurea), C(C)(C)(C)OC(N(C)C=1C=C2C=CN(C(C2=CC1F)=O)C1=CC=C(C=C1)N)=O ([2-(4-Amino-phenyl)-7-fluoro-1-oxo-1,2-dihydro-isoquinolin-6-yl]-methyl-carbamic acid tert-butyl ester), CC=1C=C(SC1)S(=O)(=O)N (4-methylthiophene-2-sulfonamide). Yields the product NC=1C=C2C=CN(C(C2=CC1F)=O)C1=CC=C(C=C1)NC(=O)NS(=O)(=O)C=1SC=C(C1)C (N-({[4-(6-amino-7-fluoro-1-oxoisoquinolin-2(1H)-yl)phenyl]amino}carbonyl)-4-methylthiophene-2-sulfonamide). As a reaction SMILES: [S:1](=[N:4][C:5]([NH2:7])=[O:6])(=[O:3])=[O:2].C(OC(=O)[N:14]([C:16]1[CH:17]=[C:18]2[C:23](=[CH:24][C:25]=1[F:26])[C:22](=[O:27])[N:21]([C:28]1[CH:33]=[CH:32][C:31](N)=[CH:30][CH:29]=1)[CH:20]=[CH:19]2)C)(C)(C)C.[CH3:36][C:37]1[CH:38]=[C:39](S(N)(=O)=O)[S:40][CH:41]=1>>[NH2:14][C:16]1[CH:17]=[C:18]2[C:23](=[CH:24][C:25]=1[F:26])[C:22](=[O:27])[N:21]([C:28]1[CH:29]=[CH:30][C:31]([NH:7][C:5]([NH:4][S:1]([C:39]3[S:40][CH:41]=[C:37]([CH3:36])[CH:38]=3)(=[O:3])=[O:2])=[O:6])=[CH:32][CH:33]=1)[CH:20]=[CH:19]2. Reported procedure: An analogous sulfonylurea coupling and de-protection procedure to that described in Example 29 was performed on [2-(4-Amino-phenyl)-7-fluoro-1-oxo-1,2-dihydro-isoquinolin-6-yl]-methyl-carbamic acid tert-butyl ester (Example 9) and 4-methylthiophene-2-sulfonamide to give N-({[4-(6-amino-7-fluoro-1-oxoisoquinolin-2(1H)-yl)phenyl]amino}carbonyl)-4-methylthiophene-2-sulfonamide. ES-MS (M+H)+=487.1. Starting materials: CC=1SC(=C(N1)C)CC1=CC=C(C=C1)N (2,4-dimethyl-5-(4-aminobenzyl)thiazole), C1(C=2C(C(=O)O1)=CC=CC2)=O (phthalic anhydride). Run in C(C)#N (acetonitrile). Conditions: time 6 hour. The product is CC=1SC(=C(N1)C)CC1=CC=C(C=C1)NC(=O)C1=C(C(=O)O)C=CC=C1 (2-[4-((2,4-dimethylthiazol-5-yl)methyl)phenylaminocarbonyl]benzoic acid). The yield is 66.7%. As a reaction SMILES: [CH3:1][C:2]1[S:3][C:4]([CH2:8][C:9]2[CH:14]=[CH:13][C:12]([NH2:15])=[CH:11][CH:10]=2)=[C:5]([CH3:7])[N:6]=1.[C:16]1(=[O:26])[O:21][C:19](=[O:20])[C:18]2=[CH:22][CH:23]=[CH:24][CH:25]=[C:17]12>C(#N)C>[CH3:1][C:2]1[S:3][C:4]([CH2:8][C:9]2[CH:14]=[CH:13][C:12]([NH:15][C:16]([C:17]3[CH:25]=[CH:24][CH:23]=[CH:22][C:18]=3[C:19]([OH:21])=[O:20])=[O:26])=[CH:11][CH:10]=2)=[C:5]([CH3:7])[N:6]=1. Procedure: 3 g of 2,4-dimethyl-5-(4-aminobenzyl)thiazole are dissolved in 75 ml of acetonitrile, and 2 g of phthalic anhydride are added in portions. The medium is stirred for 6 hours at room temperature and the precipitate is then filtered off and washed with ethyl acetate to give 3.3 g of 2-[4-((2,4-dimethylthiazol-5-yl)methyl)phenylaminocarbonyl]benzoic acid in the form of crystals melting at 182° C. Product: Nc1cnn(S(=O)(=O)c2ccccc2)c1. Starting materials: CO, O=[N+]([O-])c1cnn(S(=O)(=O)c2ccccc2)c1. As a reaction SMILES: [CH3:18][OH:19].[N+:1]([O-:2])(=[O:3])[c:4]1[cH:5][n:6][n:7]([S:9](=[O:10])(=[O:11])[c:12]2[cH:13][cH:14][cH:15][cH:16][cH:17]2)[cH:8]1>>[NH2:1][c:4]1[cH:5][n:6][n:7]([S:9](=[O:10])(=[O:11])[c:12]2[cH:13][cH:14][cH:15][cH:16][cH:17]2)[cH:8]1. Reactants: S1(=O)(=O)NC(=O)C2=CC=CC=C12 (saccharin), C/C(=C/C(=O)C)/O.C/C(=C/C(=O)C)/O.C/C(=C/C(=O)C)/O.[Fe] (iron (III) acetylacetonate). Reagents/catalysts: C1=CC=C2C=C(C=CC2=C1)C(=O)[O-].C1=CC=C2C=C(C=CC2=C1)C(=O)[O-].[Co+2] (cobalt naphthenate). Run in C(C(=C)C)(=O)OCCCO (hydroxypropyl methacrylate), C(C(=C)C)(=O)OCCCO (hydroxypropyl methacrylate), C(C(=C)C)(=O)OCCCO (hydroxypropyl methacrylate). Yields the product N1CCCC2=CC=CC=C12 (1,2,3,4 tetrahydroquinoline). RXN SMILES: S1(C2C(=CC=CC=2)C(=O)[NH:4]1)(=O)=O.[CH3:13]/[C:14](/O)=[CH:15]/[C:16]([CH3:18])=O.[CH3:20]/[C:21](/O)=[CH:22]/[C:23](C)=O.C/C(/O)=C/C(C)=O.[Fe]>C(OCCCO)(=O)C(C)=C.C1C=C2C(C=C(C([O-])=O)C=C2)=CC=1.C1C=C2C(C=C(C([O-])=O)C=C2)=CC=1.[Co+2]>[NH:4]1[C:18]2[C:16](=[CH:20][CH:21]=[CH:22][CH:23]=2)[CH2:15][CH2:14][CH2:13]1 |f:1.2.3.4,6.7.8|. Procedure details: An adhesive formulation prepared and tested as in Example 1 containing hydroxypropyl methacrylate (8.15 g), saccharin (0.5 g), 0.1% cobalt naphthenate in hydroxypropyl methacrylate (1 g), 0.1% iron (III) acetylacetonate in hydroxypropyl methacrylate (0.25 g) and 1,2,3,4 tetrahydroquinoline (0.5 g) gave bond strengths of 3.3 N/mm2 after 24 hours following air activation for 5 minutes. Reaction SMILES: [CH3:45][CH2:46][CH2:47][CH2:48][CH2:49][CH3:50].[NH2:1][c:2]1[cH:3][cH:4][c:5]([O:6][c:7]2[cH:8][c:9]([NH:13][C:14](=[O:15])[N:16]3[CH2:17][CH2:18][CH:19]([N:22]4[CH2:23][CH2:24][CH2:25]4)[CH2:20][CH2:21]3)[n:10][cH:11][cH:12]2)[cH:26][cH:27]1.[O:40]1[CH2:41][CH2:42][CH2:43][CH2:44]1.[c:28]1([CH2:34][C:35](=[O:36])[N:37]=[C:38]=[O:39])[cH:29][cH:30][cH:31][cH:32][cH:33]1>>[NH:1]([c:2]1[cH:3][cH:4][c:5]([O:6][c:7]2[cH:8][c:9]([NH:13][C:14](=[O:15])[N:16]3[CH2:17][CH2:18][CH:19]([N:22]4[CH2:23][CH2:24][CH2:25]4)[CH2:20][CH2:21]3)[n:10][cH:11][cH:12]2)[cH:26][cH:27]1)[C:38]([NH:37][C:35]([CH2:34][c:28]1[cH:29][cH:30][cH:31][cH:32][cH:33]1)=[O:36])=[O:39]. Reactants: CCCCCC, Nc1ccc(Oc2ccnc(NC(=O)N3CCC(N4CCC4)CC3)c2)cc1, C1CCOC1, O=C=NC(=O)Cc1ccccc1. The product is O=C(Cc1ccccc1)NC(=O)Nc1ccc(Oc2ccnc(NC(=O)N3CCC(N4CCC4)CC3)c2)cc1.